The task is: describe an organic reaction: reactants, conditions, products, and yield. This data is from the Open Reaction Database (ORD), a public repository of structured organic reaction records. Starting materials: O=C(CCCCl)c1ccc(F)cc1, C1=NCc2c(n3c4c(cccc24)CCC3)C1. The product is O=C(CCCN1CCc2c(c3cccc4c3n2CCC4)C1)c1ccc(F)cc1. As a reaction SMILES: [Cl:17][CH2:18][CH2:19][CH2:20][C:21](=[O:22])[c:23]1[cH:24][cH:25][c:26]([F:29])[cH:27][cH:28]1.[cH:1]1[cH:2][cH:3][c:4]2[c:9]3[n:8]([c:12]4[c:11]([c:10]13)[CH2:16][N:15]=[CH:14][CH2:13]4)[CH2:7][CH2:6][CH2:5]2>>[cH:1]1[cH:2][cH:3][c:4]2[c:9]3[n:8]([c:12]4[c:11]([c:10]13)[CH2:16][N:15]([CH2:18][CH2:19][CH2:20][C:21](=[O:22])[c:23]1[cH:24][cH:25][c:26]([F:29])[cH:27][cH:28]1)[CH2:14][CH2:13]4)[CH2:7][CH2:6][CH2:5]2. Starting materials: C1(=CC=C(C=C1)S(=O)(=O)N1C(=NC=C1)CO)C ([1-(toluene-4-sulfonyl)-1H-imidazol-2-yl]-methanol), C(Br)(Br)(Br)Br (CBr4), C1(=CC=CC=C1)P(C1=CC=CC=C1)C1=CC=CC=C1 (triphenylphosphine). The solvent is C(Cl)Cl (CH2Cl2), C(Cl)Cl (CH2Cl2). The product is BrCC=1N(C=CN1)S(=O)(=O)C1=CC=C(C=C1)C (2-bromomethyl-1-(toluene-4-sulfonyl)-1H-imidazole). Isolated yield 45.3%. RXN SMILES: [C:1]1([CH3:17])[CH:6]=[CH:5][C:4]([S:7]([N:10]2[CH:14]=[CH:13][N:12]=[C:11]2[CH2:15]O)(=[O:9])=[O:8])=[CH:3][CH:2]=1.C(Br)(Br)(Br)[Br:19].C1(P(C2C=CC=CC=2)C2C=CC=CC=2)C=CC=CC=1>C(Cl)Cl>[Br:19][CH2:15][C:11]1[N:10]([S:7]([C:4]2[CH:5]=[CH:6][C:1]([CH3:17])=[CH:2][CH:3]=2)(=[O:9])=[O:8])[CH:14]=[CH:13][N:12]=1. Procedure: To a solution of the above alcohol (0.55 g, 2.17 mmol) and CBr4 (1.08 g, 3.26 mmol) in CH2Cl2 (25 mL) at 0° C. was added a solution of triphenylphosphine (0.68 g, 2.60 mmol) in CH2Cl2 (10 mL) as described in J. Med. Chem. (1997) 40, 14:2196. Purification by flash column chromatography using 25% EtOAc/hexanes afforded 2-bromomethyl-1-(toluene-4-sulfonyl)-1H-imidazole as a yellow oil (0.31 g, 45%). 1H NMR (CDCl3) δ 2.45 (s, 3H), 4.81 (s, 2H), 7.04 (s, 1H), 7.37 (d, 2H, J=9.0 Hz), 7.42 (s, 1H), 7.9... The reactants are O=C=O, C1CCOC1, Fc1cccc(OCCCCCCC2CC2)c1F, [Li]CCCC. Yields the product O=C(O)c1ccc(OCCCCCCC2CC2)c(F)c1F. As a reaction SMILES: [C:24](=[O:25])=[O:26].[CH2:27]1[O:28][CH2:29][CH2:30][CH2:31]1.[CH:6]1([CH2:9][CH2:10][CH2:11][CH2:12][CH2:13][CH2:14][O:15][c:16]2[c:17]([F:23])[c:18]([F:22])[cH:19][cH:20][cH:21]2)[CH2:7][CH2:8]1.[Li:1][CH2:2][CH2:3][CH2:4][CH3:5]>>[CH:6]1([CH2:9][CH2:10][CH2:11][CH2:12][CH2:13][CH2:14][O:15][c:16]2[c:17]([F:23])[c:18]([F:22])[c:19]([C:24](=[O:25])[OH:26])[cH:20][cH:21]2)[CH2:7][CH2:8]1. Run in CN(C=O)C (N,N-dimethylformamide). The reactants are COC1=CC=C(CCl)C=C1 (4-methoxybenzyl chloride), C([O-])([O-])=O.[K+].[K+] (potassium carbonate), O=C1NC2=C(C(=NC1)C1=CC=CC=C1)C=CC=C2 (2,3-dihydro-2-oxo-5-phenyl-1H-1,4-benzodiazepine). Product: COC1=CC=C(CN2C(CN=C(C3=C2C=CC=C3)C3=CC=CC=C3)=O)C=C1 (2,3-dihydro-1-[4-methoxybenzyl]-2-oxo-5-phenyl-1H-1,4-benzodiazepine). Procedure: A mixture of 2,3-dihydro-2-oxo-5-phenyl-1H-1,4-benzodiazepine (13.43 g, 57 mmmol, prepared as described by Mark G. Bock et al in Journal of Organic Chemistry, Vol. 52, pp. 3232-3239, year 1987), 4-methoxybenzyl chloride (12.6 mL, 62.5 mmol) and potassium carbonate (15.7 g, 114 mmol) in N,N-dimethylformamide (130 mL) was heated at 60° C. overnight under an atmosphere of argon. The resultant slurry was concentrated and the residue was treated with ethyl acetate and water. The organic extract was s... As a reaction SMILES: [O:1]=[C:2]1[CH2:8][N:7]=[C:6]([C:9]2[CH:14]=[CH:13][CH:12]=[CH:11][CH:10]=2)[C:5]2[CH:15]=[CH:16][CH:17]=[CH:18][C:4]=2[NH:3]1.[CH3:19][O:20][C:21]1[CH:28]=[CH:27][C:24]([CH2:25]Cl)=[CH:23][CH:22]=1.C(=O)([O-])[O-].[K+].[K+]>CN(C)C=O>[CH3:19][O:20][C:21]1[CH:28]=[CH:27][C:24]([CH2:25][N:3]2[C:4]3[CH:18]=[CH:17][CH:16]=[CH:15][C:5]=3[C:6]([C:9]3[CH:14]=[CH:13][CH:12]=[CH:11][CH:10]=3)=[N:7][CH2:8][C:2]2=[O:1])=[CH:23][CH:22]=1 |f:2.3.4|. The reactants are C1CCOC1, COC(=O)c1ncc(-c2cccc(C(F)(F)F)c2)cc1C, CO, [Li+], [OH-]. The product is Cc1cc(-c2cccc(C(F)(F)F)c2)cnc1C(=O)O. Reaction SMILES: [CH2:24]1[O:25][CH2:26][CH2:27][CH2:28]1.[CH3:1][O:2][C:3](=[O:4])[c:5]1[n:6][cH:7][c:8](-[c:12]2[cH:13][c:14]([C:18]([F:19])([F:20])[F:21])[cH:15][cH:16][cH:17]2)[cH:9][c:10]1[CH3:11].[CH3:29][OH:30].[Li+:22].[OH-:23]>>[O:2]=[C:3]([OH:4])[c:5]1[n:6][cH:7][c:8](-[c:12]2[cH:13][c:14]([C:18]([F:19])([F:20])[F:21])[cH:15][cH:16][cH:17]2)[cH:9][c:10]1[CH3:11]. The reactants are ClC=1C=C(C=CC1Cl)O (3,4-Dichloro-phenol), ClCC1=CC(=CC(=C1)[N+](=O)[O-])[N+](=O)[O-] (1-Chloromethyl-3,5-dinitrobenzene). Solvent: C(CCC)O (1-Butanol). Yields the product ClC=1C=C(OCC=2C=C(C=C(C2)[N+](=O)[O-])[N+](=O)[O-])C=CC1Cl (5-(3,4-dichlorophenoxymethyl)-1,3-dinitrobenzene). Reaction SMILES: [Cl:1][C:2]1[CH:3]=[C:4]([OH:9])[CH:5]=[CH:6][C:7]=1[Cl:8].Cl[CH2:11][C:12]1[CH:17]=[C:16]([N+:18]([O-:20])=[O:19])[CH:15]=[C:14]([N+:21]([O-:23])=[O:22])[CH:13]=1>C(O)CCC>[Cl:1][C:2]1[CH:3]=[C:4]([CH:5]=[CH:6][C:7]=1[Cl:8])[O:9][CH2:11][C:12]1[CH:13]=[C:14]([N+:21]([O-:23])=[O:22])[CH:15]=[C:16]([N+:18]([O-:20])=[O:19])[CH:17]=1. Procedure: 0.5 mmole 3,4-Dichloro-phenol and 1 mmole KI were added to a solution of 0.5 mmole 1-Chloromethyl-3,5-dinitrobenzene in 2.5 ml 1-Butanol. The mixture was stirred under reflux overnight. After evaporation the 1-Butanol, the residue was washed with 2×10 ml 1 N HCl and 2×10 ml EtOAc, and dried. 1H NMR (DMSO-d6, 400 MHz) 5.44 (s, 2H); 7.14 (d, 1H); 7.43 (s, 1H); 7.58 (d, 1H); 8.73 (s, 2H); 8.81 (s, 1H); Starting materials: ClC1=CC=CC2=C1C(N(CC=1N2C=NC1I)C)=O (7-chloro-4,5-dihydro-3-iodo-5-methyl-6H-imidazo[1,5-a][1,4]benzodiazepin-6-one), CC(C=C)(C#C)O (3-methyl-1-penten-4-yn-3-ol). Reagents/catalysts: Cl[Pd]([P](C1=CC=CC=C1)(C2=CC=CC=C2)C3=CC=CC=C3)([P](C4=CC=CC=C4)(C5=CC=CC=C5)C6=CC=CC=C6)Cl (bis(triphenylphosphine)-palladium(II) dichloride), [Cu]I (copper(I) iodide). Solvent: CN(C=O)C (dimethyl-formamide), C(C)N(CC)CC (triethylamine). The product is ClC1=CC=CC2=C1C(N(CC=1N2C=NC1C#CC(C=C)(C)O)C)=O (7-chloro-4,5-dihydro-3-(3-hydroxy-3-methyl-4-penten-1-ynyl)-5-methyl-6H-imidazo[1,5-a][1,4-]benzodiazepin-6-one). The yield is 63.5%. Reaction SMILES: [Cl:1][C:2]1[C:7]2[C:8](=[O:18])[N:9]([CH3:17])[CH2:10][C:11]3[N:12]([CH:13]=[N:14][C:15]=3I)[C:6]=2[CH:5]=[CH:4][CH:3]=1.[CH3:19][C:20]([OH:25])([C:23]#[CH:24])[CH:21]=[CH2:22]>C(N(CC)CC)C.CN(C)C=O.Cl[Pd](Cl)([P](C1C=CC=CC=1)(C1C=CC=CC=1)C1C=CC=CC=1)[P](C1C=CC=CC=1)(C1C=CC=CC=1)C1C=CC=CC=1.[Cu]I>[Cl:1][C:2]1[C:7]2[C:8](=[O:18])[N:9]([CH3:17])[CH2:10][C:11]3[N:12]([CH:13]=[N:14][C:15]=3[C:22]#[C:21][C:20]([OH:25])([CH3:19])[CH:23]=[CH2:24])[C:6]=2[CH:5]=[CH:4][CH:3]=1 |^1:40,59|. Procedure: 7.47 g (20 mmol) of 7-chloro-4,5-dihydro-3-iodo-5-methyl-6H-imidazo[1,5-a][1,4]benzodiazepin-6-one, 2.88 g (30 mmol) of 3-methyl-1-penten-4-yn-3-ol, 110 mg of bis(triphenylphosphine)-palladium(II) dichloride and 35 mg of copper(I) iodide were heated to boiling under reflux for 12 hours in 60 ml of triethylamine and 30 ml of dimethyl-formamide. The reaction mixture was evaporated and the residue was chromatographed on silica gel while eluting with ethyl acetate. By recrystallization of the residu...